From a dataset of the Open Reaction Database (ORD), a public repository of structured organic reaction records. describe an organic reaction: reactants, conditions, products, and yield The reactants are CC(=O)O, CC(C)O, CC(=O)[O-], O=Cc1ccc([N+](=O)[O-])cc1, [NH4+], O=C(O)CC(=O)O. Yields the product NC(Cc1ccc([N+](=O)[O-])cc1)C(=O)O. Reaction SMILES: [CH3:1][C:2]([OH:3])=[O:4].[CH3:28][CH:29]([OH:30])[CH3:31].[CH3:6][C:7](=[O:8])[O-:9].[N+:10](=[O:11])([O-:12])[c:13]1[cH:14][cH:15][c:16]([CH:17]=[O:18])[cH:19][cH:20]1.[NH4+:5].[OH:21][C:22]([CH2:23][C:24](=[O:25])[OH:26])=[O:27]>>[CH:1]([C:2]([OH:3])=[O:4])([NH2:5])[CH2:17][c:16]1[cH:15][cH:14][c:13]([N+:10](=[O:11])[O-:12])[cH:20][cH:19]1. The reactants are ClC=1C2=C(N=C(N1)C1=CC(=CC=C1)Cl)CCC2 (4-chloro-2-(3-chlorophenyl)-6,7-dihydro-5H-cyclopenta[d]pyrimidine), NC(C(C(=O)OC)CC1=CC=C(C=C1)N)=O (methyl 3-amino-2-(4-aminobenzyl)-3-oxopropanoate). Product: ClC=1C=C(C=CC1)C=1N=C(C2=C(N1)CCC2)NC2=CC=C(C=C2)CCC(=O)N (3-(4-((2-(3-Chlorophenyl)-6,7-dihydro-5H-cyclopenta[d]pyrimidin-4-yl)amino)phenyl)propanamide). The yield is 23.2%. As a reaction SMILES: Cl[C:2]1[C:3]2[CH2:17][CH2:16][CH2:15][C:4]=2[N:5]=[C:6]([C:8]2[CH:13]=[CH:12][CH:11]=[C:10]([Cl:14])[CH:9]=2)[N:7]=1.[NH2:18][C:19](=[O:33])[CH:20]([CH2:25][C:26]1[CH:31]=[CH:30][C:29]([NH2:32])=[CH:28][CH:27]=1)C(OC)=O>>[Cl:14][C:10]1[CH:9]=[C:8]([C:6]2[N:7]=[C:2]([NH:32][C:29]3[CH:28]=[CH:27][C:26]([CH2:25][CH2:20][C:19]([NH2:18])=[O:33])=[CH:31][CH:30]=3)[C:3]3[CH2:17][CH2:16][CH2:15][C:4]=3[N:5]=2)[CH:13]=[CH:12][CH:11]=1. Procedure details: Following general procedure A1, 4-chloro-2-(3-chlorophenyl)-6,7-dihydro-5H-cyclopenta[d]pyrimidine (0.060 g, 0.23 mmol) was reacted with methyl 3-amino-2-(4-aminobenzyl)-3-oxopropanoate (0.050 g, 0.23 mmol) to afford the title compound (0.021 g, 23%) as a light brown solid. The intended product (methyl 3-amino-2-(4-((2-(3-chlorophenyl)-6,7-dihydro-5H-cyclopenta[d]pyrimidin-4-yl)amino)benzyl)-3-oxopropanoate) was very minor and not isolated. MW=392.88. 1H NMR (DMSO-d6; 500 MHz) δ 8.78 (s, 1H), 8.... Reactants: C(C(C)(C)C)(=O)Cl (pivaloyl chloride), Cl (hydrochloric acid), C(CC(C)O)O ((±)-1,3-butandiol), N1=CC=CC=C1 (pyridine). The solvent is ClCCl (dichloromethane), O (water), ClCCl (dichloromethane). Conditions: time 30 minute. The product is C(C)(C)(C)C(=O)OCCC(C)O (1-tert-butylcarbonyloxy-3-butanol). Isolated yield 78.1%. Reaction SMILES: [CH2:1]([OH:6])[CH2:2][CH:3]([OH:5])[CH3:4].N1C=CC=CC=1.[C:13](Cl)(=[O:18])[C:14]([CH3:17])([CH3:16])[CH3:15].Cl>ClCCl.O>[C:14]([C:13]([O:6][CH2:1][CH2:2][CH:3]([OH:5])[CH3:4])=[O:18])([CH3:17])([CH3:16])[CH3:15]. Procedure details: To a mixture of 13.2 ml (0.15 mol) of (±)-1,3-butandiol 24 and 17.8 ml (0.23 mol) of pyridine in 200 ml of dry dichloromethane is added a solution of 22.2 ml (0.18 mol) of pivaloyl chloride in 50 ml of dry dichloromethane dropwise over 20 minutes under ice cooling. Then, the mixture is stirred for additional 30 minutes at room temperature. Ice-cooled water is added and the mixture is stirred for 5 minutes and then 1N hydrochloric acid is added thereto. The mixture is extracted with dichlorometha... Starting materials: C([O-])(O)=O.[Na+] (sodium bicarbonate), COC=1C=C2C=CC(=C(C2=CC1)C(=O)C1=CC=C(C=C1)OCCN1CCCCC1)C1=C(C(=C(C=C1)F)F)F ([6-methoxy-2-(2,3,4-trifluoro-phenyl)-naphthalen-1-yl]-[4-(2-piperidin-1-yl-ethoxy)-phenyl]-methanone), B(Br)(Br)Br (boron tribromide), ice, C(Cl)(Cl)Cl.C(C)(C)O (chloroform isopropanol). Solvent: C(Cl)Cl (methylene chloride). Run at time 1 hour. Product: OC=1C=C2C=CC(=C(C2=CC1)C(=O)C1=CC=C(C=C1)OCCN1CCCCC1)C1=C(C(=C(C=C1)F)F)F ([6-Hydroxy-2-(2,3,4-trifluoro-phenyl)-naphthalen-1-yl]-[4-(2-piperidin-1-yl-ethoxy)-phenyl]-methanone). Isolated yield 74.3%. RXN SMILES: C[O:2][C:3]1[CH:4]=[C:5]2[C:10](=[CH:11][CH:12]=1)[C:9]([C:13]([C:15]1[CH:20]=[CH:19][C:18]([O:21][CH2:22][CH2:23][N:24]3[CH2:29][CH2:28][CH2:27][CH2:26][CH2:25]3)=[CH:17][CH:16]=1)=[O:14])=[C:8]([C:30]1[CH:35]=[CH:34][C:33]([F:36])=[C:32]([F:37])[C:31]=1[F:38])[CH:7]=[CH:6]2.B(Br)(Br)Br.C(=O)(O)[O-].[Na+].C(Cl)(Cl)Cl.C(O)(C)C>C(Cl)Cl>[OH:2][C:3]1[CH:4]=[C:5]2[C:10](=[CH:11][CH:12]=1)[C:9]([C:13]([C:15]1[CH:16]=[CH:17][C:18]([O:21][CH2:22][CH2:23][N:24]3[CH2:25][CH2:26][CH2:27][CH2:28][CH2:29]3)=[CH:19][CH:20]=1)=[O:14])=[C:8]([C:30]1[CH:35]=[CH:34][C:33]([F:36])=[C:32]([F:37])[C:31]=1[F:38])[CH:7]=[CH:6]2 |f:2.3,4.5|. Procedure details: Dissolve [6-methoxy-2-(2,3,4-trifluoro-phenyl)-naphthalen-1-yl]-[4-(2-piperidin-1-yl-ethoxy)-phenyl]-methanone (880 mg, 1.69 mmol) in 100 mL methylene chloride and chill in ice. Add 4.0 mL of neat boron tribromide with swirling and stir in the ice bath for 30 minutes. Allow the mixture to come to room temp and stir for an additional 1 hour. Carefully pour the mixture into a two-phase system consisting of saturated sodium bicarbonate solution and a 3/1 mixture of chloroform/isopropanol. Separate ... As a reaction SMILES: C(O[C:4]([C:6]1[N:7]=[CH:8][C:9]2[C:14]([C:15]=1[OH:16])=[CH:13][CH:12]=[C:11]([NH:17][C:18]([NH:20][CH2:21][C:22]1[CH:27]=[CH:26][CH:25]=[CH:24][CH:23]=1)=[O:19])[CH:10]=2)=[O:5])C.[NH2:28][CH2:29][CH2:30][C:31]([OH:33])=[O:32]>>[CH2:21]([NH:20][C:18](=[O:19])[NH:17][C:11]1[CH:10]=[C:9]2[C:14]([C:15]([OH:16])=[C:6]([C:4]([NH:28][CH2:29][CH2:30][C:31]([OH:33])=[O:32])=[O:5])[N:7]=[CH:8]2)=[CH:13][CH:12]=1)[C:22]1[CH:27]=[CH:26][CH:25]=[CH:24][CH:23]=1. Starting materials: C(C)OC(=O)C=1N=CC2=CC(=CC=C2C1O)NC(=O)NCC1=CC=CC=C1 (7-(3-Benzyl-ureido)-4-hydroxy-isoquinoline-3-carboxylic acid ethyl ester), NCCC(=O)O (beta-alanine). Procedure: 3-{[7-(3-Benzyl-ureido)-4-hydroxy-isoquinoline-3-carbonyl]-amino}-propionic acid was prepared from 7-(3-Benzyl-ureido)-4-hydroxy-isoquinoline-3-carboxylic acid ethyl ester under conditions analogous to Example 116(b) using beta-alanine. MS ESI(−) m/e: 407.0882 (M−1). Yields the product C(C1=CC=CC=C1)NC(NC1=CC=C2C(=C(N=CC2=C1)C(=O)NCCC(=O)O)O)=O (3-{[7-(3-Benzyl-ureido)-4-hydroxy-isoquinoline-3-carbonyl]-amino}-propionic acid). Starting materials: OC1=CC=C(C2=CC=CC=C12)C=O (4-hydroxy-1-naphthaldehyde), ClC1=NC=CC(=C1)C#N (2-chloro-4-cyanopyridine), C(=O)([O-])[O-].[K+].[K+] (K2CO3). Run in CCOC(=O)C (EtOAc), CN(C)C=O (DMF). Conditions: temperature 70 celsius. Yields the product C(=O)C1=CC=C(C2=CC=CC=C12)OC=1C=C(C(=O)N)C=CN1 (2-(4-Formylnaphthalen-1-yloxy)isonicotinamide). As a reaction SMILES: [OH:1][C:2]1[C:11]2[C:6](=[CH:7][CH:8]=[CH:9][CH:10]=2)[C:5]([CH:12]=[O:13])=[CH:4][CH:3]=1.Cl[C:15]1[CH:20]=[C:19]([C:21]#[N:22])[CH:18]=[CH:17][N:16]=1.C([O-])([O-])=[O:24].[K+].[K+]>CN(C=O)C.CCOC(C)=O>[CH:12]([C:5]1[C:6]2[C:11](=[CH:10][CH:9]=[CH:8][CH:7]=2)[C:2]([O:1][C:15]2[CH:20]=[C:19]([CH:18]=[CH:17][N:16]=2)[C:21]([NH2:22])=[O:24])=[CH:3][CH:4]=1)=[O:13] |f:2.3.4|. Procedure details: To a solution of 4-hydroxy-1-naphthaldehyde (500 mg, 2.9 mmol) and 2-chloro-4-cyanopyridine (402 mg, 2.9 mmol) in DMF (4 mL) was added K2CO3 (2.01 g, 14.52 mmol). The reaction was heated for 1 h at 70° C. in a microwave. The mixture was diluted with EtOAc (100 mL), washed with water (2×50 mL) and the aqueous phase extracted with EtOAc (2×50 mL). The organic phase was washed with water (100 mL), 1M NaOH (3×60 mL), brine (50 mL) and dried (MgSO4). Solvent was removed in vacuo and the residue purif...